This data is from the Open Reaction Database (ORD), a public repository of structured organic reaction records. The task is: describe an organic reaction: reactants, conditions, products, and yield The product is FC(C1=C(C#N)C=CC(=C1)C=C)(F)F (2-(trifluoromethyl)-4-vinylbenzonitrile). The reagents and catalysts are C=1C=CC(=CC1)/C=C/C(=O)/C=C/C2=CC=CC=C2.C=1C=CC(=CC1)/C=C/C(=O)/C=C/C2=CC=CC=C2.C=1C=CC(=CC1)/C=C/C(=O)/C=C/C2=CC=CC=C2.[Pd].[Pd] (Pd2(dba)3), CCCCCC (hexane). Run in C1(=CC=CC=C1)C (toluene). Run at temperature 80 celsius, time 1 hour. Reported procedure: To a mixture of 4-bromo-2-(trifluoromethyl)benzonitrile (500 mg, 2.000 mmol), cesium fluoride (668 mg, 4.40 mmol), tri-n-butylphosphine in hexane (0.347 mL, 0.120 mmol) and Pd2(dba)3 (36.6 mg, 0.040 mmol) in toluene (10 mL) was added tributyl(vinyl)stannane (0.587 mL, 2.000 mmol). The reaction mixture was heated at 80° C. overnight. Next, saturated KF solution was added and the resulting mixture was stirred 1 hour and then filtered. The filtrate was diluted with ethyl acetate and washed with H2O... As a reaction SMILES: Br[C:2]1[CH:9]=[CH:8][C:5]([C:6]#[N:7])=[C:4]([C:10]([F:13])([F:12])[F:11])[CH:3]=1.[F-].[Cs+].[CH2:16](P(CCCC)CCCC)[CH2:17]CC.C([Sn](CCCC)(CCCC)C=C)CCC.[F-].[K+]>C1(C)C=CC=CC=1.C1C=CC(/C=C/C(/C=C/C2C=CC=CC=2)=O)=CC=1.C1C=CC(/C=C/C(/C=C/C2C=CC=CC=2)=O)=CC=1.C1C=CC(/C=C/C(/C=C/C2C=CC=CC=2)=O)=CC=1.[Pd].[Pd].CCCCCC>[F:11][C:10]([F:13])([F:12])[C:4]1[CH:3]=[C:2]([CH:16]=[CH2:17])[CH:9]=[CH:8][C:5]=1[C:6]#[N:7] |f:1.2,5.6,8.9.10.11.12|. Reactants: BrC1=CC(=C(C#N)C=C1)C(F)(F)F (4-bromo-2-(trifluoromethyl)benzonitrile), [F-].[Cs+] (cesium fluoride), C(CCC)P(CCCC)CCCC (tri-n-butylphosphine), C(CCC)[Sn](C=C)(CCCC)CCCC (tributyl(vinyl)stannane), [F-].[K+] (KF). The reactants are CC=1C=CC(=CC1)S(=O)(=O)O (TsOH), CN(C)C=O (DMF), C(C1=CC=CC=C1)(C1=CC=CC=C1)N (benzhydrylamine), C(=O)([O-])[O-].[K+].[K+] (K2CO3), CC(C)(C)OC(=O)OC(=O)OC(C)(C)C (Boc2O), C(=O)(O)[O-].[Na+] (NaHCO3), C(C=C)[Mg]Br (allyl magnesium bromide). Reagents/catalysts: [Pd] (Pd—C), [OH-].[OH-].[Pd+2] (Pd(OH)2). Run in CO (MeOH), CO (MeOH), C(Cl)Cl (CH2Cl2), CCN(CC)CC (Et3N), CCO (EtOH). Yields the product C(C)(C)(C)OC(=O)N1CC(C1)N (3-Aminoazetidine-1-carboxylic acid tert-butyl ester). RXN SMILES: [CH:1]([NH2:14])([C:8]1[CH:13]=CC=CC=1)C1C=CC=CC=1.C([Mg]Br)C=C.[CH3:20][C:21]([O:24][C:25]([O:27]C(OC(C)(C)C)=O)=O)([CH3:23])[CH3:22].C([O-])(O)=O.[Na+].C([O-])([O-])=O.[K+].[K+].CC1C=CC(S(O)(=O)=O)=CC=1.C[N:58](C=O)C>[OH-].[OH-].[Pd+2].[Pd].CO.C(Cl)Cl.CCN(CC)CC.CCO>[C:21]([O:24][C:25]([N:14]1[CH2:1][CH:8]([NH2:58])[CH2:13]1)=[O:27])([CH3:23])([CH3:22])[CH3:20] |f:3.4,5.6.7,10.11.12|. Reported procedure: Key: (a) benzhydrylamine, MeOH, 72 hours, 23° C., then reflux 72 hours; (b) MeOH, EtOH (1:1), Pd(OH)2 (20%), 12 hours; (c) Boc2O, sat. NaHCO3, 24 hours; (d) MsCl, Et3N, CH2Cl2, 1 hour, 83%; (e) NaN3, DMF, 70° C., 72 hours, then H2, Pd—C (10%), MeOH, 5–6 hours, quantitative. Reactants: C(#N)C=1C(=NNC1N=CN(C)C)NCC1=CC=C(C=C1)OC (4-cyano-5-(dimethylamino-methyleneamino)-3-(4-methoxy-benzylamino)-pyrazole), Cl.ClC=1C=C(N)C=CC1 (3-chloro-aniline hydrochloride). The solvent is C(C)O (ethanol). Conditions: temperature 5 celsius. Product: ClC=1C=C(C=CC1)NC1=C2C(=NC=N1)NN=C2NCC2=CC=C(C=C2)OC (4-(3-Chloro-phenylamino)-3-(4-methoxy-benzylamino)-1H-pyrazolo[3,4-d]-pyrimidine). Reaction SMILES: [C:1]([C:3]1[C:4]([NH:13][CH2:14][C:15]2[CH:20]=[CH:19][C:18]([O:21][CH3:22])=[CH:17][CH:16]=2)=[N:5][NH:6][C:7]=1[N:8]=[CH:9][N:10](C)C)#[N:2].Cl.[Cl:24][C:25]1[CH:26]=[C:27]([CH:29]=[CH:30][CH:31]=1)N>C(O)C>[Cl:24][C:25]1[CH:31]=[C:30]([NH:2][C:1]2[N:10]=[CH:9][N:8]=[C:7]3[NH:6][N:5]=[C:4]([NH:13][CH2:14][C:15]4[CH:16]=[CH:17][C:18]([O:21][CH3:22])=[CH:19][CH:20]=4)[C:3]=23)[CH:29]=[CH:27][CH:26]=1 |f:1.2|. Procedure details: A mixture of 4.475 g (15 mmol) of 4-cyano-5-(dimethylamino-methyleneamino)-3-(4-methoxy-benzylamino)-pyrazole, 2.83 g (17.25 mmol) of 3-chloro-aniline hydrochloride and 80 ml of ethanol is heated under reflux for 16 hours. Cooling to approx. 5° C., filtering and washing the filter residue with diethyl ether yield the title compound; m.p. 222-223° C. Reactants: CC1(OCCO1)C=1C=C(C#N)C=CC1 (3-(2-methyl-1,3-dioxolan-2-yl)benzonitrile), [H-].[Al+3].[Li+].[H-].[H-].[H-] (lithium aluminum hydride), ice water, C(C)(=O)OCC (Ethyl acetate). Solvent: O1CCCC1 (tetrahydrofuran), O1CCCC1 (tetrahydrofuran). Run at time 2 hour. The product is CC1(OCCO1)C=1C=C(CN)C=CC1 (3-(2-methyl-1,3-dioxolan-2-yl)benzylamine). Isolated yield 85.4%. RXN SMILES: [CH3:1][C:2]1([C:7]2[CH:8]=[C:9]([CH:12]=[CH:13][CH:14]=2)[C:10]#[N:11])[O:6][CH2:5][CH2:4][O:3]1.[H-].[Al+3].[Li+].[H-].[H-].[H-].C(OCC)(=O)C>O1CCCC1>[CH3:1][C:2]1([C:7]2[CH:8]=[C:9]([CH:12]=[CH:13][CH:14]=2)[CH2:10][NH2:11])[O:3][CH2:4][CH2:5][O:6]1 |f:1.2.3.4.5.6|. Reported procedure: A solution of 3-(2-methyl-1,3-dioxolan-2-yl)benzonitrile (65.6 g) in tetrahydrofuran (400 ml) was added to a suspension of lithium aluminum hydride (26.3 g) in tetrahydrofuran (400 ml) with cooling on an ice-water bath under nitrogen stream for 1 hour. The mixture was stirred at room temperature for 2 hours. Ethyl acetate (200 ml) was added slowly with cooling on an ice bath and then ice-water (200 ml) was added very slowly with cooling on an ice bath. The resulting precipitate was removed by fi... Starting materials: ClCCl.CO.C(C)(=O)O (dichloromethane methanol acetic acid), ClC=1N=NC(=CC1)Cl (3,6-dichloropyridazine), NCCC(=O)O (3-aminopropionic acid), C([O-])([O-])=O.[K+].[K+] (potassium carbonate). Solvent: C(C)O (ethanol). The product is ClC=1N=NC(=CC1)NCCC(=O)O (N-(3-Chloropyridazin-6-yl)-3-aminopropionic Acid). Reaction SMILES: [Cl:1][C:2]1[N:3]=[N:4][C:5](Cl)=[CH:6][CH:7]=1.[NH2:9][CH2:10][CH2:11][C:12]([OH:14])=[O:13].C(=O)([O-])[O-].[K+].[K+].ClCCl.CO.C(O)(=O)C>C(O)C>[Cl:1][C:2]1[N:3]=[N:4][C:5]([NH:9][CH2:10][CH2:11][C:12]([OH:14])=[O:13])=[CH:6][CH:7]=1 |f:2.3.4,5.6.7|. Reported procedure: To a solution of 3,6-dichloropyridazine (50.0 mmol, 7.45 g) and 3-aminopropionic acid (60.0 mmol, 5.34 g) in absolute ethanol (20 mL) was added potassium carbonate (30.0 mmol, 4.15 g), and the suspension was heated to reflux for 3 hours. The mixture was allowed to cool to room temperature, and the light brown solid residue was partitioned between ethyl acetate (300 mL) and water (300 mL). The pH of the aqueous phase was adjusted to 3.5 with 2M aqueous hydrochloric acid, and the yellow solid was ...